describe an organic reaction: reactants, conditions, products, and yield From a dataset of the Open Reaction Database (ORD), a public repository of structured organic reaction records. Starting materials: ClCCl, ClCCl, [Ca+2], S=C(Cl)Cl, Cl, COC(=O)Cc1ccc(N)c(Cl)c1, O=C([O-])[O-], O. Product: COC(=O)Cc1ccc(N=C=S)c(Cl)c1. Reaction SMILES: [CH2:25]([Cl:26])[Cl:27].[CH2:28]([Cl:29])[Cl:30].[Ca+2:1].[Cl:6][C:7]([Cl:8])=[S:9].[ClH:23].[NH2:10][c:11]1[c:12]([Cl:22])[cH:13][c:14]([CH2:17][C:18](=[O:19])[O:20][CH3:21])[cH:15][cH:16]1.[O-:2][C:3](=[O:4])[O-:5].[OH2:24]>>[C:7](=[S:9])=[N:10][c:11]1[c:12]([Cl:22])[cH:13][c:14]([CH2:17][C:18](=[O:19])[O:20][CH3:21])[cH:15][cH:16]1. The reactants are C(C)(C)(C)C1=NN(C(=C1)NC(=O)NC1=C(C(=CC=C1)Cl)Cl)C1=CC(=CC=C1)CCNC(C(F)(F)F)=O (1-(3-t-butyl-1-(3-(2-(2,2,2-trifluoro-acetamido)ethyl)phenyl)-1 H-pyrazol-5-yl)-3-(2,3-dichloro-phenyl)urea), C(=O)([O-])[O-].[K+].[K+] (K2CO3). The solvent is CO (MeOH), O (H2O). Conditions: temperature 62.5 celsius, time 2 hour. Product: NCCC=1C=C(C=CC1)N1N=C(C=C1NC(=O)NC1=C(C(=CC=C1)Cl)Cl)C(C)(C)C (1-{1-[3-(2-aminoethyl)phenyl]-3-t-butyl-1H-pyrazol-5-yl}-3-(2,3-dichlorophenyl)urea). Isolated yield 21.7%. As a reaction SMILES: [C:1]([C:5]1[CH:9]=[C:8]([NH:10][C:11]([NH:13][C:14]2[CH:19]=[CH:18][CH:17]=[C:16]([Cl:20])[C:15]=2[Cl:21])=[O:12])[N:7]([C:22]2[CH:27]=[CH:26][CH:25]=[C:24]([CH2:28][CH2:29][NH:30]C(=O)C(F)(F)F)[CH:23]=2)[N:6]=1)([CH3:4])([CH3:3])[CH3:2].C([O-])([O-])=O.[K+].[K+]>CO.O>[NH2:30][CH2:29][CH2:28][C:24]1[CH:23]=[C:22]([N:7]2[C:8]([NH:10][C:11]([NH:13][C:14]3[CH:19]=[CH:18][CH:17]=[C:16]([Cl:20])[C:15]=3[Cl:21])=[O:12])=[CH:9][C:5]([C:1]([CH3:4])([CH3:3])[CH3:2])=[N:6]2)[CH:27]=[CH:26][CH:25]=1 |f:1.2.3|. Procedure details: To a stirring solution of 1-(3-t-butyl-1-(3-(2-(2,2,2-trifluoro-acetamido)ethyl)phenyl)-1 H-pyrazol-5-yl)-3-(2,3-dichloro-phenyl)urea (0.134 g, 0.264 mmol) in MeOH (10 mL) and H2O (0.6 mL) at RT was added K2CO3 (0.182 g, 1.32 mmol). The resulting suspension was stirred at 60-65° C. for 2 h, then cooled to RT and the volatiles evaporated. The residue was carefully dissolved in 1N HCl to pH 1-2 and extracted with Et2O (2×). The aqueous was then basified (pH 13-14) with 3M NaOH and extracted with C...